Task: describe an organic reaction: reactants, conditions, products, and yield. Dataset: the Open Reaction Database (ORD), a public repository of structured organic reaction records The reactants are solution, C(C)(C)(C)P(C(C)(C)C)C(C)(C)C (tri(tert.butyl)phosphine), C1CCCCC1 (cyclohexane), C1(=CC=C(C=C1)/C(=C/CSC1=CC(=C(OCC(=O)OCC)C=C1)C)/I)C1=CC=CC=C1 (ethyl (Z)-[4-[3-(biphenyl-4-yl)-3-iodoallylsulfanyl]-2-methylphenoxy]-acetate), S1C2=C(C=C1[Sn](CCCC)(CCCC)CCCC)C=CC=C2 ((benzo[b]thiophen-2-yl)-tributyltin), C(Cl)(Cl)Cl (CHCl3), aqueous solution, [F-].[K+] (potassium fluoride). Solvent: CN(C=O)C (N,N-dimethylformamide), C(C)(=O)OCC (ethyl acetate). Conditions: temperature 50 celsius, time 10 hour. Product: S1C2=C(C=C1C(=CCSC1=CC(=C(OCC(=O)O)C=C1)C)C1=CC=C(C=C1)C1=CC=CC=C1)C=CC=C2 ([4-[(3-Benzo[b]thiophen-2-yl)-3-(biphenyl-4-yl)-allylsulfanyl]-2-methyl-phenoxy]-acetic acid). Reaction SMILES: [C:1]1([C:26]2[CH:31]=[CH:30][CH:29]=[CH:28][CH:27]=2)[CH:6]=[CH:5][C:4](/[C:7](/I)=[CH:8]/[CH2:9][S:10][C:11]2[CH:23]=[CH:22][C:14]([O:15][CH2:16][C:17]([O:19]CC)=[O:18])=[C:13]([CH3:24])[CH:12]=2)=[CH:3][CH:2]=1.[S:32]1[C:36]([Sn](CCCC)(CCCC)CCCC)=[CH:35][C:34]2[CH:50]=[CH:51][CH:52]=[CH:53][C:33]1=2.C(Cl)(Cl)Cl.C(P(C(C)(C)C)C(C)(C)C)(C)(C)C.C1CCCCC1.[F-].[K+]>CN(C)C=O.C(OCC)(=O)C>[S:32]1[C:36]([C:7]([C:4]2[CH:3]=[CH:2][C:1]([C:26]3[CH:31]=[CH:30][CH:29]=[CH:28][CH:27]=3)=[CH:6][CH:5]=2)=[CH:8][CH2:9][S:10][C:11]2[CH:23]=[CH:22][C:14]([O:15][CH2:16][C:17]([OH:19])=[O:18])=[C:13]([CH3:24])[CH:12]=2)=[CH:35][C:34]2[CH:50]=[CH:51][CH:52]=[CH:53][C:33]1=2 |f:5.6|. Reported procedure: To a solution of ethyl (Z)-[4-[3-(biphenyl-4-yl)-3-iodoallylsulfanyl]-2-methylphenoxy]-acetate (419 mg, 0.770 mmol; example 5, step D-E) and (benzo[b]thiophen-2-yl)-tributyltin (335 mg, 0.792 mmol, prepared according to Morimoto et al.: J. Med. Chem. 44, 3355 (2001)) in dry N,N-dimethylformamide (9 mL) Pd2(dba)3.CHCl3 (23.1 mg, 0.023 mmol) was added. Traces of moisture and oxygen were removed and 0.20M solution of tri(tert.butyl)phosphine in cyclohexane (0.39 mL, 0.098 mmol) was added under atmo... Reactants: C[O-], CO, Cl, Cl, Cn1ncc(CCN)c1N, [Na+]. Product: Cn1ncc(CCNC=O)c1N. RXN SMILES: [CH3:13][O-:14].[CH3:16][OH:17].[ClH:1].[ClH:2].[NH2:3][c:4]1[c:5]([CH2:10][CH2:11][NH2:12])[cH:6][n:7][n:8]1[CH3:9].[Na+:15]>>[NH2:3][c:4]1[c:5]([CH2:10][CH2:11][NH:12][CH:13]=[O:14])[cH:6][n:7][n:8]1[CH3:9]. Reactants: CN1C(=C(C2=CC=C(C=C12)OC)C(=O)O)C (1,2-dimethyl-6-methoxy1H-indole-3-carboxylic acid), S(=O)(Cl)Cl (thionyl chloride), C(CC)N (propylamine). The product is C(CC)NC(=O)C1=C(N(C2=CC(=CC=C12)OC)C)C (6-Methoxy-1,2-dimethyl-1H-indol-3-carboxylic acid propylamide). RXN SMILES: [CH3:1][N:2]1[C:10]2[C:5](=[CH:6][CH:7]=[C:8]([O:11][CH3:12])[CH:9]=2)[C:4]([C:13]([OH:15])=O)=[C:3]1[CH3:16].S(Cl)(Cl)=O.[CH2:21]([NH2:24])[CH2:22][CH3:23]>>[CH2:21]([NH:24][C:13]([C:4]1[C:5]2[C:10](=[CH:9][C:8]([O:11][CH3:12])=[CH:7][CH:6]=2)[N:2]([CH3:1])[C:3]=1[CH3:16])=[O:15])[CH2:22][CH3:23]. Reported procedure: This material was prepared from 1,2-dimethyl-6-methoxy-1H-indole-3-carboxylic acid 16c, thionyl chloride and propylamine in a manner as previously described for example 9d. 1H NMR (300 MHz, CDCl3) δ7.55 (1H, d, J=8.6 Hz), 6.84 (1H, dd, J=2.2, 8.6 Hz), 6.78 (1H, d, J=2.2 Hz), 5.87 (1H, bs), 3.87 (3H, s), 3.63 (3H, s), 3.45 (2H, m), 2.69 (3H, s), 1.67 (2H, m), 1.02 (3H, t, J=7.4 Hz). LCMS (ESI+) [M+H]/z Calc'd 261, found 261.